From a dataset of the Open Reaction Database (ORD), a public repository of structured organic reaction records. describe an organic reaction: reactants, conditions, products, and yield Starting materials: C(C)(=O)O[C@@H]1[C@H](O[C@@H]([C@H]([C@@H]1OC(C)=O)OC(C)=O)COS(=O)(=O)C)SC(N)=N (2-S-(2,3,4-tri-O-acetyl-6-O-methylsulfonyl-α-D-mannopyranosyl)-2-thiopseudourea), C(C=CC1=CC=CC=C1)Br (cinnamyl bromide), C(Cl)(Cl)Cl (CHCl3). Solvent: CCOC(=O)C (EtOAc). The product is C(C)(=O)O[C@@H]1[C@@H](SCC=CC2=CC=CC=C2)O[C@@H]([C@H]([C@@H]1OC(C)=O)OC(C)=O)COS(=O)(=O)C (Cinnamyl 2,3,4-tri-O-acetyl-6-O-methylsulfonyl-1-thio-α-D-mannopyranoside). RXN SMILES: [C:1]([O:4][C@H:5]1[C@@H:10]([O:11][C:12](=[O:14])[CH3:13])[C@H:9]([O:15][C:16](=[O:18])[CH3:17])[C@@H:8]([CH2:19][O:20][S:21]([CH3:24])(=[O:23])=[O:22])[O:7][C@@H:6]1[S:25][C:26](=N)N)(=[O:3])[CH3:2].C(Br)[CH:30]=[CH:31][C:32]1[CH:37]=[CH:36][CH:35]=[CH:34][CH:33]=1.C(Cl)(Cl)Cl>CCOC(C)=O>[C:1]([O:4][C@H:5]1[C@@H:10]([O:11][C:12](=[O:14])[CH3:13])[C@H:9]([O:15][C:16](=[O:18])[CH3:17])[C@@H:8]([CH2:19][O:20][S:21]([CH3:24])(=[O:23])=[O:22])[O:7][C@@H:6]1[S:25][CH2:26][CH:30]=[CH:31][C:32]1[CH:37]=[CH:36][CH:35]=[CH:34][CH:33]=1)(=[O:3])[CH3:2]. Reported procedure: The title compound is prepared from 2-S-(2,3,4-tri-O-acetyl-6-O-methylsulfonyl-α-D-mannopyranosyl)-2-thiopseudourea and cinnamyl bromide in the usual manner. The desired product is isolated by column chromatography (silica gel; CHCl3 --EtOAc, 92:8, v/v) in 65-70% yield: m.p. 111°-113° C. (ether-petroleum ether); [α]D27 +175±1.1° (C 1.0, chloroform).